Task: describe an organic reaction: reactants, conditions, products, and yield. Dataset: the Open Reaction Database (ORD), a public repository of structured organic reaction records The reactants are CN(C)C=O, O=C(CCl)c1ccc(O)c2[nH]c(=O)sc12, [N-]=[N+]=[N-], [Na+]. Yields the product [N-]=[N+]=NCC(=O)c1ccc(O)c2[nH]c(=O)sc12. Reaction SMILES: [CH3:20][N:21]([CH3:22])[CH:23]=[O:24].[Cl:1][CH2:2][C:3](=[O:4])[c:5]1[cH:6][cH:7][c:8]([OH:15])[c:9]2[nH:10][c:11](=[O:14])[s:12][c:13]12.[N-:17]=[N+:18]=[N-:19].[Na+:16]>>[CH2:2]([C:3](=[O:4])[c:5]1[cH:6][cH:7][c:8]([OH:15])[c:9]2[nH:10][c:11](=[O:14])[s:12][c:13]12)[N:17]=[N+:18]=[N-:19]. Starting materials: CCOC=C(C#N)C(=O)NC(=O)OCC, CCO, NNc1c(Cl)cc(Cl)cc1Cl, Cc1ccccc1. Yields the product CCOC(=O)NC(=O)C(C#N)=CNNc1c(Cl)cc(Cl)cc1Cl. Reaction SMILES: [C:1](#[N:2])[C:3]([C:4](=[O:5])[NH:6][C:7](=[O:8])[O:9][CH2:10][CH3:11])=[CH:12][O:13][CH2:14][CH3:15].[CH2:34]([OH:35])[CH3:36].[Cl:16][c:17]1[c:18]([NH:25][NH2:26])[c:19]([Cl:24])[cH:20][c:21]([Cl:23])[cH:22]1.[c:27]1([CH3:28])[cH:29][cH:30][cH:31][cH:32][cH:33]1>>[C:1](#[N:2])[C:3]([C:4](=[O:5])[NH:6][C:7](=[O:8])[O:9][CH2:10][CH3:11])=[CH:12][NH:26][NH:25][c:18]1[c:17]([Cl:16])[cH:22][c:21]([Cl:23])[cH:20][c:19]1[Cl:24]. Starting materials: [OH-].[NH4+] (ammonium hydroxide), Cl.COC=1C(=CC2=C(C(CN(CC2)C)C2=CC=CC=C2)C1)SC1=CC=CC=C1 (8-Methoxy-3-methyl-1-phenyl-7-phenylthio-2,3,4,5-tetrahydro-1H-3-benzazepine hydrochloride), N[C@@H](CCSC)C(=O)O (methionine), ice water, [Cl-] (chloride). Run in CS(=O)(=O)O (methanesulfonic acid). Conditions: temperature 25 celsius, time 16 hour. Yields the product Cl.OC=1C(=CC2=C(C(CN(CC2)C)C2=CC=CC=C2)C1)SC1=CC=CC=C1 (8-hydroxy-3-methyl-1-phenyl-7-phenylthio-2,3,4,5-tetrahydro-1H-3-benzazepine hydrochloride). As a reaction SMILES: [ClH:1].C[O:3][C:4]1[C:5]([S:22][C:23]2[CH:28]=[CH:27][CH:26]=[CH:25][CH:24]=2)=[CH:6][C:7]2[CH2:13][CH2:12][N:11]([CH3:14])[CH2:10][CH:9]([C:15]3[CH:20]=[CH:19][CH:18]=[CH:17][CH:16]=3)[C:8]=2[CH:21]=1.N[C@H](C(O)=O)CCSC.[OH-].[NH4+].[Cl-]>CS(O)(=O)=O>[ClH:1].[OH:3][C:4]1[C:5]([S:22][C:23]2[CH:28]=[CH:27][CH:26]=[CH:25][CH:24]=2)=[CH:6][C:7]2[CH2:13][CH2:12][N:11]([CH3:14])[CH2:10][CH:9]([C:15]3[CH:20]=[CH:19][CH:18]=[CH:17][CH:16]=3)[C:8]=2[CH:21]=1 |f:0.1,3.4,7.8|. Procedure: 8-Methoxy-3-methyl-1-phenyl-7-phenylthio-2,3,4,5-tetrahydro-1H-3-benzazepine hydrochloride (4.5 g, 0.011 m) dissolved in methanesulfonic acid (165 ml) was treated with methionine (8.3 g, 0.055 m) and stirred for 16 hours at 25° C. The mixture was poured into ice water, basified with ammonium hydroxide and extracted with ethyl acetate. The organic phase was concentrated in vacuo and the residue purified by chromatography on silica eluted with methanol-methylene chloride (1:50) to give 8-hydroxy-3... Starting materials: C=1C=CC(=CC1)P(=O)(C=2C=CC=CC2)N=[N+]=[N-] (DPPA), C=C(C)C=1C=C(C=NC1)[C@H](C)O ((S)-1-(5-(prop-1-en-2-yl)pyridin-3-yl)ethanol), C1CCC2=NCCCN2CC1 (DBU). Run in CCOC(=O)C (EtOAc), C1(=CC=CC=C1)C (toluene). Reaction conditions: temperature 0 celsius, time 8 hour. Yields the product N(=[N+]=[N-])[C@H](C)C=1C=NC=C(C1)C(=C)C ((R)-3-(1-azidoethyl)-5-(prop-1-en-2-yl)pyridine). Yield: 84.8%. RXN SMILES: C1C=CC(P([N:15]=[N+:16]=[N-:17])(C2C=CC=CC=2)=O)=CC=1.[CH2:18]=[C:19]([C:21]1[CH:22]=[C:23]([C@@H:27](O)[CH3:28])[CH:24]=[N:25][CH:26]=1)[CH3:20].C1CCN2C(=NCCC2)CC1>C1(C)C=CC=CC=1.CCOC(C)=O>[N:15]([C@@H:27]([C:23]1[CH:24]=[N:25][CH:26]=[C:21]([C:19]([CH3:20])=[CH2:18])[CH:22]=1)[CH3:28])=[N+:16]=[N-:17]. Procedure: DPPA (0.55 mL, 2.55 mmol) was added to (S)-1-(5-(prop-1-en-2-yl)pyridin-3-yl)ethanol (347 mg, 2.13 mmol) in toluene (5 mL) and the reaction is cooled to 0° C. DBU (0.38 mL, 2.55 mmol) was added, the reaction was allowed to warm to room temperature and stirred overnight, diluted with EtOAc and washed with water. The organic layer was dried with Na2SO4 and concentrated under reduced pressure. The residue was purified by column chromatography (35% EtOAc in hexanes) to provide 340 mg of (R)-3-(1-azi... Starting materials: OO (hydrogen peroxide), C(CCC)C1OC(=O)C2=CC(=CC=C12)C#N (3-Butyl-6-cyano-phthalide), C([O-])([O-])=O.[K+].[K+] (potassium carbonate). Run in CC(=O)C (acetone), O (water). Run at time 8 hour. The product is C(CCC)C1OC(=O)C2=CC(=CC=C12)C(=O)N (3-Butyl-6-aminoformyl-phthalide). As a reaction SMILES: [CH2:1]([CH:5]1[C:14]2[C:9](=[CH:10][C:11]([C:15]#[N:16])=[CH:12][CH:13]=2)[C:7](=[O:8])[O:6]1)[CH2:2][CH2:3][CH3:4].C(=O)([O-])[O-:18].[K+].[K+].OO>CC(C)=O.O>[CH2:1]([CH:5]1[C:14]2[C:9](=[CH:10][C:11]([C:15]([NH2:16])=[O:18])=[CH:12][CH:13]=2)[C:7](=[O:8])[O:6]1)[CH2:2][CH2:3][CH3:4] |f:1.2.3|. Reported procedure: To a solution of 0.8 g (3.72 mmol) of compound obtained in Example 18 in 100 ml of acetone there is added a solution of 0.55 g of potassium carbonate in 5 ml of water, to which there are added, at 20° C., 14 ml of 30% hydrogen peroxide. The mixture is put aside at room temperature overnight. The solvents are removed in vacuo and the residue is washed with water and crystallised from ethanol, giving the title compound.